This data is from the Open Reaction Database (ORD), a public repository of structured organic reaction records. The task is: describe an organic reaction: reactants, conditions, products, and yield Starting materials: COC(C)(C)C, O=N[O-], NC(Cc1ccccc1)C(=O)O, [Na+], O, O=S(=O)(O)O. The product is O=C(O)C(O)Cc1ccccc1. As a reaction SMILES: [CH3:22][O:23][C:24]([CH3:25])([CH3:26])[CH3:27].[N:18]([O-:19])=[O:20].[NH2:1][CH:2]([CH2:3][c:4]1[cH:5][cH:6][cH:7][cH:8][cH:9]1)[C:10]([OH:11])=[O:12].[Na+:21].[OH2:28].[S:13]([OH:14])(=[O:15])(=[O:16])[OH:17]>>[CH:2]([CH2:3][c:4]1[cH:5][cH:6][cH:7][cH:8][cH:9]1)([C:10]([OH:11])=[O:12])[OH:14]. The product is C(C1=CC=CC=C1)N1CC(C(CC1)=O)CC1=CC=CC=C1 (1,3-Dibenzylpiperidin-4-one). Solvent: Cl.CO (HCl MeOH). RXN SMILES: COC([C:5]1([CH2:19][C:20]2[CH:25]=[CH:24][CH:23]=[CH:22][CH:21]=2)[C:10](=[O:11])[CH2:9][CH2:8][N:7]([CH2:12][C:13]2[CH:18]=[CH:17][CH:16]=[CH:15][CH:14]=2)[CH2:6]1)=O.[OH-].[Na+]>Cl.CO>[CH2:12]([N:7]1[CH2:8][CH2:9][C:10](=[O:11])[CH:5]([CH2:19][C:20]2[CH:25]=[CH:24][CH:23]=[CH:22][CH:21]=2)[CH2:6]1)[C:13]1[CH:14]=[CH:15][CH:16]=[CH:17][CH:18]=1 |f:1.2,3.4|. Reactants: COC(=O)C1(CN(CCC1=O)CC1=CC=CC=C1)CC1=CC=CC=C1 (1,3-Dibenzyl-4-oxo-piperidine-3-carboxylic acid methyl ester), [OH-].[Na+] (NaOH). Procedure: 1,3-Dibenzyl-4-oxo-piperidine-3-carboxylic acid methyl ester, (2, R1B=H, Z=benzyl) (17.52 g, 51.92 mmol) was suspended in 150 mL of 6N HCl:MeOH (5:1) and the mixture was heated to reflux temperature with stirring for 48 h. After cooling the mixture was basified to pH 10 with 6N NaOH and extracted with 3×200 mL dichloromethane. The combined organics were dried (MgSO4) and concentrated to give 11.60 g of the title compound as a colorless oil, 80%. LC-MS: RT=0.38 min. (M+H)+ 280. Reaction conditions: time 48 hour. Starting materials: C(OCC)(=O)Cl (ethyl chlorocarbonate), Cl.C(C1=CC=CC=C1)(N)=NO (benzamidoxime hydrochloride). The solvent is C(Cl)(Cl)Cl (chloroform), C(Cl)(Cl)Cl (chloroform). Conditions: time 3 hour. Yields the product C(C)OC(=O)C1=C(C(N)=NO)C=CC=C1 (o-Ethoxycarbonylbenzamidoxime). RXN SMILES: [C:1](Cl)(=[O:5])[O:2][CH2:3][CH3:4].Cl.[C:8](=[N:16][OH:17])([NH2:15])[C:9]1[CH:14]=[CH:13][CH:12]=[CH:11][CH:10]=1>C(Cl)(Cl)Cl>[CH2:3]([O:2][C:1]([C:10]1[CH:11]=[CH:12][CH:13]=[CH:14][C:9]=1[C:8](=[N:16][OH:17])[NH2:15])=[O:5])[CH3:4] |f:1.2|. Procedure details: Following the known process [Ber, 18, 2467 (1875)], a solution of 13.4 ml (0.14 mol) of ethyl chlorocarbonate in 100 ml of chloroform was added dropwise to a solution of 38.2 g (0.28 mol) of benzamidoxime hydrochloride in 380 ml of chloroform. After completion of the dropwise addition, the reaction mixture was stirred at room temperature for 3 hours. The benzamidoxime thus precipitated was filtered off and the filtrate was concentrated under reduced pressure. The residue was dissolved in 100 ml ... The reactants are ClC(Cl)Cl, O=C1CCC(=O)N1Cl, O=S(O)c1cc2c(cc1F)OC(c1ccc(F)cc1F)(c1ccc(F)cc1F)O2. Yields the product O=S(=O)(Cl)c1cc2c(cc1F)OC(c1ccc(F)cc1F)(c1ccc(F)cc1F)O2. Reaction SMILES: [CH:38]([Cl:39])([Cl:40])[Cl:41].[Cl:30][N:31]1[C:32](=[O:33])[CH2:34][CH2:35][C:36]1=[O:37].[F:1][c:2]1[c:3]([C:9]2([c:22]3[c:23]([F:29])[cH:24][c:25]([F:28])[cH:26][cH:27]3)[O:10][c:11]3[c:12]([cH:14][c:15]([F:21])[c:16]([S:18](=[O:19])[OH:20])[cH:17]3)[O:13]2)[cH:4][cH:5][c:6]([F:8])[cH:7]1>>[F:1][c:2]1[c:3]([C:9]2([c:22]3[c:23]([F:29])[cH:24][c:25]([F:28])[cH:26][cH:27]3)[O:10][c:11]3[c:12]([cH:14][c:15]([F:21])[c:16]([S:18](=[O:19])(=[O:20])[Cl:30])[cH:17]3)[O:13]2)[cH:4][cH:5][c:6]([F:8])[cH:7]1. Reactants: C(C)(C)(C)OC(NC1=C(C=C(C(=C1)C)C(F)(F)F)NC(CC(=O)C1=CC(=CC=C1)C=1C=NC(=CC1C)CC)=O)=O ((2-{3-[3-(6-ethyl-4-methyl-pyridin-3-yl)-phenyl]-3-oxo-propionylamino}-5-methyl-4-trifluoromethyl-phenyl)-carbamic acid tert-butyl ester), C(=O)(C(F)(F)F)O (TFA). Run in C(Cl)Cl (CH2Cl2). Product: C(C)C1=CC(=C(C=N1)C=1C=C(C=CC1)C1=NC2=C(NC(C1)=O)C=C(C(=C2)C)C(F)(F)F)C (4-[3-(6-Ethyl-4-methyl-pyridin-3-yl)-phenyl]-7-methyl-8-trifluoromethyl-1,3-dihydro-benzo[b][1,4]diazepin-2-one), solid. Yield: 60.0%. RXN SMILES: C(OC(=O)[NH:7][C:8]1[CH:13]=[C:12]([CH3:14])[C:11]([C:15]([F:18])([F:17])[F:16])=[CH:10][C:9]=1[NH:19][C:20](=[O:39])[CH2:21][C:22]([C:24]1[CH:29]=[CH:28][CH:27]=[C:26]([C:30]2[CH:31]=[N:32][C:33]([CH2:37][CH3:38])=[CH:34][C:35]=2[CH3:36])[CH:25]=1)=O)(C)(C)C.C(O)(C(F)(F)F)=O>C(Cl)Cl>[CH2:37]([C:33]1[N:32]=[CH:31][C:30]([C:26]2[CH:25]=[C:24]([C:22]3[CH2:21][C:20](=[O:39])[NH:19][C:9]4[CH:10]=[C:11]([C:15]([F:16])([F:17])[F:18])[C:12]([CH3:14])=[CH:13][C:8]=4[N:7]=3)[CH:29]=[CH:28][CH:27]=2)=[C:35]([CH3:36])[CH:34]=1)[CH3:38]. Reported procedure: The title compound was prepared from (2-{3-[3-(6-ethyl-4-methyl-pyridin-3-yl)-phenyl]-3-oxo-propionylamino}-5-methyl-4-trifluoromethyl-phenyl)-carbamic acid tert-butyl ester (Example M234) (156 mg, 0.28 mmol) by treatment with TFA in CH2Cl2 according to the general procedure N. Obtained as an off-white solid (73 mg, 60%). Starting materials: C(C1=CC=CC=C1)SC(NCC(=C)Cl)=S ((2-chloro-allyl)-dithiocarbamic acid benzyl ester), BrBr (bromine). The solvent is C(C)(=O)OCC (ethyl acetate). Run at temperature 0.5 celsius, time 20 minute. Product: Br.C(C1=CC=CC=C1)SC=1SC(CN1)(Cl)CBr (2-Benzylsulfanyl-5-bromomethyl-5-chloro-4,5-dihydro-thiazole hydrobromide), Br (hydrobromide). As a reaction SMILES: [CH2:1]([S:8][C:9](=[S:15])[NH:10][CH2:11][C:12]([Cl:14])=[CH2:13])[C:2]1[CH:7]=[CH:6][CH:5]=[CH:4][CH:3]=1.[Br:16]Br>C(OCC)(=O)C>[BrH:16].[CH2:1]([S:8][C:9]1[S:15][C:12]([CH2:13][Br:16])([Cl:14])[CH2:11][N:10]=1)[C:2]1[CH:7]=[CH:6][CH:5]=[CH:4][CH:3]=1.[BrH:16] |f:3.4|. Procedure: Under a slight stream of nitrogen, 19.9 g of (2-chloro-allyl)-dithiocarbamic acid benzyl ester are placed in 100 ml of ethyl acetate and cooled to 0-1° C. During the addition of bromine, the apparatus is flushed thoroughly with nitrogen. 14.0 g of bromine are added in the course of 40 minutes in such a manner that the temperature can be maintained at 0-10° C. When the addition is complete, stirring is carried out for about 20 minutes. The reaction mixture is concentrated in vacuo at 20-250C. 50 ... Reactants: ClC1=CC=C(C=C1)C=1C2=C(C3=C(CN1)ON=C3C)N=C(C=C2)N (5-(4-chlorophenyl)-10-methyl-7H-isoxazolo[5,4-c]pyrido[2,3-e]azepin-2-amine), ClC1=CC=C(C=C1)C=1C2=C(C3=C([C@@H](N1)CC(=O)N)ON=C3C)C=CN=C2F (2-((4S)-6-(4-chlorophenyl)-7-fluoro-1-methyl-4H-isoxazolo[5,4-c]pyrido[4,3-e]azepin-4-yl)acetamide), ClC=1C=CC2=C(C3=C(CN=C2C2=CC=C(C=C2)Cl)ON=C3C)N1 (2-chloro-5-(4-chlorophenyl)-10-methyl-7H-isoxazolo[5,4-c]pyrido[2,3-e]azepine). Run in CS(=O)C (DMSO), CCO (EtOH). Product: NC1=NC=CC=2C3=C([C@@H](N=C(C21)C2=CC=C(C=C2)Cl)CC(=O)N)ON=C3C (2-((4S)-7-Amino-6-(4-chlorophenyl)-1-methyl-4H-isoxazolo[5,4-c]pyrido[4,3-e]azepin-4-yl)acetamide). As a reaction SMILES: ClC1C=CC(C2C3C=CC(N)=NC=3C3C(C)=NOC=3C[N:14]=2)=CC=1.[Cl:24][C:25]1[CH:30]=[CH:29][C:28]([C:31]2[C:32]3[C:49](F)=[N:48][CH:47]=[CH:46][C:33]=3[C:34]3[C:44]([CH3:45])=[N:43][O:42][C:35]=3[C@H:36]([CH2:38][C:39]([NH2:41])=[O:40])[N:37]=2)=[CH:27][CH:26]=1.ClC1C=CC2C(C3C=CC(Cl)=CC=3)=NCC3ON=C(C)C=3C=2N=1>CS(C)=O.CCO>[NH2:14][C:49]1[C:32]2[C:31]([C:28]3[CH:29]=[CH:30][C:25]([Cl:24])=[CH:26][CH:27]=3)=[N:37][C@@H:36]([CH2:38][C:39]([NH2:41])=[O:40])[C:35]3[O:42][N:43]=[C:44]([CH3:45])[C:34]=3[C:33]=2[CH:46]=[CH:47][N:48]=1. Procedure: A procedure similar to 5-(4-chlorophenyl)-10-methyl-7H-isoxazolo[5,4-c]pyrido[2,3-e]azepin-2-amine was followed, except that a solution of 2-((4S)-6-(4-chlorophenyl)-7-fluoro-1-methyl-4H-isoxazolo[5,4-c]pyrido[4,3-e]azepin-4-yl)acetamide in DMSO was used instead of a solution of 2-chloro-5-(4-chlorophenyl)-10-methyl-7H-isoxazolo[5,4-c]pyrido[2,3-e]azepine in EtOH. LC/MS m/z 382 [M+H]+; 1H NMR (400 MHz, DMSO-d6) δ 8.21 (d, J=5.19 Hz, 1H), 7.67 (br. s, 1H), 7.38 (td, J=2.30, 8.70 Hz, 2H), 7.33 (td...